From a dataset of the Open Reaction Database (ORD), a public repository of structured organic reaction records. describe an organic reaction: reactants, conditions, products, and yield Starting materials: solution, Cl (hydrogen chloride), ClC=1C(=NOC1C1=CC=CC=C1)OC1CN2CCC1CC2 (4-Chloro-3-(3-quinuclidinyloxy)-5-phenylisoxazole). Run in O1CCOCC1 (dioxane), C(C)O (ethanol). Run at time 30 minute. The product is Cl.ClC=1C(=NOC1C1=CC=CC=C1)OC1CN2CCC1CC2 (4-Chloro-3-(3-quinuclidinyloxy)-5-phenylisoxazole hydrochloride). The yield is 198.0%. As a reaction SMILES: [Cl:1][C:2]1[C:3]([O:13][CH:14]2[CH:19]3[CH2:20][CH2:21][N:16]([CH2:17][CH2:18]3)[CH2:15]2)=[N:4][O:5][C:6]=1[C:7]1[CH:12]=[CH:11][CH:10]=[CH:9][CH:8]=1.Cl>C(O)C.O1CCOCC1>[ClH:1].[Cl:1][C:2]1[C:3]([O:13][CH:14]2[CH:19]3[CH2:20][CH2:21][N:16]([CH2:17][CH2:18]3)[CH2:15]2)=[N:4][O:5][C:6]=1[C:7]1[CH:8]=[CH:9][CH:10]=[CH:11][CH:12]=1 |f:4.5|. Procedure details: A solution of 2.12 g of 4-chloro-3-(3-quinuclidinyloxy)-5-phenylisoxazole (prepared as described in Example 9) in 20 ml of ethanol was cooled to 5° C. 2.1 ml of a 4N solution of hydrogen chloride in dioxane were then added dropwise to the solution, and the resulting mixture was stirred at room temperature for 30 minutes. At the end of this time, the reaction mixture was concentrated by distillation under reduced pressure and the solid residue thus obtained was recrystallized from ethanol to affo... Starting materials: [Na+].[I-] (NaI), [N-]=[N+]=[N-].[Na+] (NaN3), Cl.ClCCN (2-chloroethylamine hydrochloride), CN1CCOCC1 (N-methylmorpholine), CS(=O)(=O)Cl (Methane-sulfonyl chloride). The solvent is ClCCl (dichloromethane), CCOC(=O)C.O (EtOAc water). Conditions: temperature 50 celsius, time 48 hour. Product: N(=[N+]=[N-])CCNS(=O)(=O)C (N-(2-Azido-ethyl)-methanesulfonamide). Reaction SMILES: Cl.Cl[CH2:3][CH2:4][NH2:5].CN1CCOCC1.[CH3:13][S:14](Cl)(=[O:16])=[O:15].[Na+].[I-].[N-:20]=[N+:21]=[N-:22].[Na+]>CCOC(C)=O.O.ClCCl>[N:20]([CH2:3][CH2:4][NH:5][S:14]([CH3:13])(=[O:16])=[O:15])=[N+:21]=[N-:22] |f:0.1,4.5,6.7,8.9|. Procedure: Into a 100 mL flask was placed 2-chloroethylamine hydrochloride (5.0 g, 43.1 mmol) and dichloromethane (50 mL). To the suspension was added N-methylmorpholine (10 mL, 91 mmol) while maintaining the temperature between −3 and 5° C. Methane-sulfonyl chloride (4.0 mL, 51.7 mmol) was added slowly to the reaction mixture. After 2 h the reaction mixture was washed with water, 4 N HCl, and water. The organic layer was dried over Na2SO4, filtered and concentrated in vacuo. The crude solfonamide (3.1 g) ... The reactants are C(#N)[C@H]1N(C[C@H](C1)F)C(CNC1(CC2C(CN(C2)C(=O)N(C)C)C1)C)=O (5-[2-((2S,4S)-2-cyano-4-fluoro-pyrrolidin-1-yl)-2-oxo-ethylamino]-N,N,5-trimethyl-hexahydro-cyclopenta[c]pyrrole-2(1H)-carboxamide), C(C(O)C(O)C(=O)O)(=O)O (tartaric acid). Solvent: ClCCl (dichloromethane), CC(=O)C (acetone). Yields the product C(=O)(O)C(O)C(O)C(=O)O.C(#N)[C@H]1N(C[C@H](C1)F)C(CNC1(CC2C(CN(C2)C(=O)N(C)C)C1)C)=O (5-[2-((2S,4S)-2-cyano-4-fluoro-pyrrolidin-1-yl)-2-oxo-ethylamino]-N,N,5-trimethyl-hexahydro-cyclopenta[c]pyrrole-2-carboxamide tartrate). The yield is 79.4%. Reaction SMILES: [C:1]([C@@H:3]1[CH2:7][C@H:6]([F:8])[CH2:5][N:4]1[C:9](=[O:26])[CH2:10][NH:11][C:12]1([CH3:25])[CH2:24][CH:15]2[CH2:16][N:17]([C:19]([N:21]([CH3:23])[CH3:22])=[O:20])[CH2:18][CH:14]2[CH2:13]1)#[N:2].[C:27]([OH:36])(=[O:35])[CH:28]([CH:30]([C:32]([OH:34])=[O:33])[OH:31])[OH:29]>ClCCl.CC(C)=O>[C:32]([CH:30]([CH:28]([C:27]([OH:36])=[O:35])[OH:29])[OH:31])([OH:34])=[O:33].[C:1]([C@@H:3]1[CH2:7][C@H:6]([F:8])[CH2:5][N:4]1[C:9](=[O:26])[CH2:10][NH:11][C:12]1([CH3:25])[CH2:13][CH:14]2[CH2:18][N:17]([C:19]([N:21]([CH3:22])[CH3:23])=[O:20])[CH2:16][CH:15]2[CH2:24]1)#[N:2] |f:4.5|. Procedure: 5-[2-((2S,4S)-2-Cyano-4-fluoro-pyrrolidin-1-yl)-2-oxo-ethylamino]-N,N,5-trimethyl-hexahydro-cyclopenta[c]pyrrole-2(1H)-2-carboxamide 13h (0.16 g, 0.44 mmol) was dissolved in 5 mL of dichloromethane with stirring followed by dropwise addition of a solution of 5 mL of tartaric acid (65.6 mg, 0.44 mmol) in acetone. The reaction mixture was reacted for 30 minutes resulting in the formation of a white precipitate. The mixture was filtered and the filter cake was washed with acetone to obtain the titl... The reactants are anhydride, B(F)(F)F.CCOCC (boron trifluoride etherate), C1=CC=CC1 (cyclopentadiene), C12C(C(C(C=C1)C2)C(=O)O)C(=O)O (5-norbornene-2,3-dicarboxylic acid), C1(\C=C/C(=O)O1)=O (maleic anhydride), C1=CC=CC1 (cyclopentadiene), C1=CC=CC1 (cyclopentadiene), C1C=CC2C1C3CC2C=C3 (dicyclopentadiene), anhydride, 1,2 anhydrides, C1(\C=C/C(=O)O1)=O (maleic anhydride). Reaction conditions: temperature 100 celsius. The product is C12(C=CC(CC1)C2)/C/2=C/C(=O)OC2=O (NORBORNENE MALEIC ANHYDRIDE), C12C3=C(C(CC1)C2)C(=O)OC3=O (norbornene-2,3-dicarboxylic acid anhydride). RXN SMILES: C1CC=CC=1.C1[CH:10]2[CH:11]3[CH:15]=[CH:14][CH:13]([CH:9]2C=C1)[CH2:12]3.[C:16]1(=[O:22])[O:21][C:19](=[O:20])[CH:18]=[CH:17]1.[CH:23]12[CH2:29][CH:26]([CH:27]=[CH:28]1)[CH:25]([C:30]([OH:32])=O)[CH:24]2[C:33]([OH:35])=[O:34].B(F)(F)F.CCOCC>>[C:11]12([C:17]3=[CH:18][C:19]([O:21][C:16]3=[O:22])=[O:20])[CH2:12][CH:13]([CH2:9][CH2:10]1)[CH:14]=[CH:15]2.[CH:26]12[CH2:29][CH:23]([CH2:28][CH2:27]1)[C:24]1[C:33]([O:35][C:30](=[O:32])[C:25]2=1)=[O:34] |f:4.5|. Reported procedure: Mixed polybasic anhydride containing a plurality of 1,2 anhydrides is obtained by distilling, at 200° C., 66.10 gms. (1 mole) of cyclopentadiene directly from dicyclopentadiene into a reactor containing 98.06 gms. (1 mole) of maleic anhydride, heated to a temperature of 55° C. When the transfer is complete, the reaction mixture is heated to 100° C. for 2 hours. The reaction mixture is then stripped of any excess cyclopentadiene at 120° C. at 1 atmosphere. The resulting Diels-Adler adduct of cycl... Starting materials: Cl (HCl), (Methylthio)methene, B (borane), FC1=CC=C(CNC(C)=O)C=C1 (N-(4-Fluorobenzyl)acetamide). Solvent: C1CCOC1 (THF). Reaction conditions: time 8 hour. Yields the product FC1=CC=C(CNCC)C=C1 (N-(4-fluorobenzyl)ethanamine). The yield is 25.1%. Reaction SMILES: [F:1][C:2]1[CH:12]=[CH:11][C:5]([CH2:6][NH:7][C:8](=O)[CH3:9])=[CH:4][CH:3]=1.B.Cl>C1COCC1>[F:1][C:2]1[CH:3]=[CH:4][C:5]([CH2:6][NH:7][CH2:8][CH3:9])=[CH:11][CH:12]=1. Procedure: N-(4-Fluorobenzyl)acetamide (1.344 g, 8.039 mmol) was dissolved in THF (100 ml) and was cooled to zero degrees under argon atmosphere. (Methylthio)methene compound with borane (1:1) (1.527 g, 20.098 mmol) was added and the mixture was refluxed overnight at RT. HCl (15 ml, 10%) was gently added and was stirred overnight. The solvent was removed by evaporation. Diethyl ether (20 ml) was added and the product was extracted to the water phase by K2CO3 (3×15 ml). The water phase was acidified by HCl ... Solvent: C(Cl)Cl (methylene chloride), C(Cl)Cl (methylene chloride), C(Cl)Cl (methylene chloride). Procedure: To a solution of triphenylphosphine (119.6 g) in methylene chloride (420 mL) at 0° C. was added a solution of carbon tetrabromide (75.72 g) in methylene chloride (90 mL). After completion of the addition, the mixture was stirred for 10 min. Then a solution of 3-(benzyloxy)benzaldehyde (J.A.C.S., 99, 2571 (1977)) (40 g) in methylene chloride (150 ml) was added. The mixture was stirred for 16 hrs at -5° C. After warming to room temperature, the organic layer was washed with saturated sodium bicarb... Run at time 10 minute. The reactants are C(C1=CC=CC=C1)OC=1C=C(C=O)C=CC1 (3-(benzyloxy)benzaldehyde), C1(=CC=CC=C1)P(C1=CC=CC=C1)C1=CC=CC=C1 (triphenylphosphine), C(Br)(Br)(Br)Br (carbon tetrabromide). Yields the product C(C1=CC=CC=C1)OC=1C=C(C=C(Br)Br)C=CC1 (3-Benzyloxy-β,β-dibromostyrene). Reaction SMILES: C1(P(C2C=CC=CC=2)C2C=CC=CC=2)C=CC=CC=1.[C:20]([Br:24])(Br)(Br)[Br:21].[CH2:25]([O:32][C:33]1[CH:34]=[C:35]([CH:38]=[CH:39][CH:40]=1)[CH:36]=O)[C:26]1[CH:31]=[CH:30][CH:29]=[CH:28][CH:27]=1>C(Cl)Cl>[CH2:25]([O:32][C:33]1[CH:34]=[C:35]([CH:38]=[CH:39][CH:40]=1)[CH:36]=[C:20]([Br:24])[Br:21])[C:26]1[CH:27]=[CH:28][CH:29]=[CH:30][CH:31]=1. Starting materials: O=[N+]([O-])c1cc(Br)ccc1Br, Fc1ccccc1I. Product: O=[N+]([O-])c1cc(Br)ccc1-c1ccccc1F. RXN SMILES: [Br:1][c:2]1[c:3]([N+:9](=[O:10])[O-:11])[cH:4][c:5]([Br:8])[cH:6][cH:7]1.[F:12][c:13]1[c:14]([I:19])[cH:15][cH:16][cH:17][cH:18]1>>[c:2]1(-[c:14]2[c:13]([F:12])[cH:18][cH:17][cH:16][cH:15]2)[c:3]([N+:9](=[O:10])[O-:11])[cH:4][c:5]([Br:8])[cH:6][cH:7]1. Starting materials: solution, [OH-].[Li+] (lithium hydroxide), ClC1=CC=C(C=C1)N1N=C(C=C1C1=CC(=CC=C1)C(F)(F)F)C(=O)OCC (Ethyl 1-(4-chlorophenyl)-5-[3-(trifluoromethyl)phenyl]-1H-pyrazole-3-carboxylate). Reaction SMILES: [Cl:1][C:2]1[CH:7]=[CH:6][C:5]([N:8]2[C:12]([C:13]3[CH:18]=[CH:17][CH:16]=[C:15]([C:19]([F:22])([F:21])[F:20])[CH:14]=3)=[CH:11][C:10]([C:23]([O:25]CC)=[O:24])=[N:9]2)=[CH:4][CH:3]=1.[OH-].[Li+]>O1CCOCC1.O>[Cl:1][C:2]1[CH:7]=[CH:6][C:5]([N:8]2[C:12]([C:13]3[CH:18]=[CH:17][CH:16]=[C:15]([C:19]([F:22])([F:20])[F:21])[CH:14]=3)=[CH:11][C:10]([C:23]([OH:25])=[O:24])=[N:9]2)=[CH:4][CH:3]=1 |f:1.2|. The solvent is O (water), O1CCOCC1 (1,4-dioxane). The product is ClC1=CC=C(C=C1)N1N=C(C=C1C1=CC(=CC=C1)C(F)(F)F)C(=O)O (1-(4-Chlorophenyl)-5-[3-(trifluoromethyl)phenyl]-1H-pyrazole-3-carboxylic acid). Procedure details: 4.75 g (12.0 mmol) of the compound of Example 55A are provided in 108 ml of 1,4-dioxane, 108 ml (216 mmol) of a 2N solution of lithium hydroxide in water are added, and the mixture is stirred at 70° C. for 2 h. The mixture is concentrated, a conc. aqueous hydrogen chloride solution is subsequently added to the residue until the pH is acidic, the mixture is extracted with dichloromethane, and the organic phase is dried over magnesium sulfate, filtered and concentrated. 4.40 g (100% of theory) of ... Conditions: temperature 70 celsius, time 2 hour. Reactants: C(C)(C)(C)OC(C(=O)OC)C=1C(=C2C(=NC1C)NC=C2)C=2C=C1CCCOC1=CC2 (methyl 2-(tert-butoxy)-2-(4-(chroman-6-yl)-6-methyl-1H-pyrrolo[2,3-b]pyridin-5-yl)acetate), COC1=CC=C(CCl)C=C1 (4-methoxybenzyl chloride). The product is C(C)(C)(C)OC(C(=O)O)C=1C(=C2C(=NC1C)N(C=C2)CC2=CC=C(C=C2)OC)C=2C=C1CCCOC1=CC2 (2-(tert-butoxy)-2-(4-(chroman-6-yl)-1-(4-methoxybenzyl)-6-methyl-1H-pyrrolo[2,3-b]pyridin-5-yl)acetic acid). Reaction SMILES: [C:1]([O:5][CH:6]([C:11]1[C:12]([C:21]2[CH:22]=[C:23]3[C:28](=[CH:29][CH:30]=2)[O:27][CH2:26][CH2:25][CH2:24]3)=[C:13]2[CH:20]=[CH:19][NH:18][C:14]2=[N:15][C:16]=1[CH3:17])[C:7]([O:9]C)=[O:8])([CH3:4])([CH3:3])[CH3:2].[CH3:31][O:32][C:33]1[CH:40]=[CH:39][C:36]([CH2:37]Cl)=[CH:35][CH:34]=1>>[C:1]([O:5][CH:6]([C:11]1[C:12]([C:21]2[CH:22]=[C:23]3[C:28](=[CH:29][CH:30]=2)[O:27][CH2:26][CH2:25][CH2:24]3)=[C:13]2[CH:20]=[CH:19][N:18]([CH2:37][C:36]3[CH:39]=[CH:40][C:33]([O:32][CH3:31])=[CH:34][CH:35]=3)[C:14]2=[N:15][C:16]=1[CH3:17])[C:7]([OH:9])=[O:8])([CH3:4])([CH3:2])[CH3:3]. Procedure details: The title compound was prepared in a manner similar to that described in Example 27, Step H from methyl 2-(tert-butoxy)-2-(4-(chroman-6-yl)-6-methyl-1H-pyrrolo[2,3-b]pyridin-5-yl)acetate and 4-methoxybenzyl chloride. 1H NMR (400 MHz, CHLOROFORM-d) δ ppm 7.50-7.42 (m, 1 H), 7.27-7.16 (m, 3 H), 7.03 (t, J=3.2 Hz, 1 H), 6.93 (dd, J=6.1, 8.3 Hz, 1 H), 6.88 (d, J=8.6 Hz, 2 H), 6.25 (dd, J=3.5, 11.3 Hz, 1 H), 5.60-5.49 (m, 2 H), 5.47-5.38 (m, 1 H), 4.28 (t, J=4.9 Hz, 2 H), 3.80 (s, 3 H), 2.95-2.79 (m,...